From a dataset of the Open Reaction Database (ORD), a public repository of structured organic reaction records. describe an organic reaction: reactants, conditions, products, and yield The reactants are O1C(=CC=C1)CC(C(=O)OCC)(C(=O)OCC)CC1CCCCC1 (ethyl 3-(fur-2-yl)-2-cyclohexylmethyl-2-ethoxycarbonyl-propanoate), C=O (formaldehyde), Cl.CNC (dimethylamine hydrochloride). Product: CN(C)CC1=CC=C(O1)CC(C(=O)OCC)(C(=O)OCC)CC1CCCCC1 (ethyl 3-(5-dimethylaminomethyl-fur-2-yl)-2-cyclohexylmethyl-2-ethoxycarbonyl-propanoate). RXN SMILES: [O:1]1[CH:5]=[CH:4][CH:3]=[C:2]1[CH2:6][C:7]([CH2:18][CH:19]1[CH2:24][CH2:23][CH2:22][CH2:21][CH2:20]1)([C:13]([O:15][CH2:16][CH3:17])=[O:14])[C:8]([O:10][CH2:11][CH3:12])=[O:9].[CH2:25]=O.Cl.[CH3:28][NH:29][CH3:30]>>[CH3:28][N:29]([CH2:25][C:5]1[O:1][C:2]([CH2:6][C:7]([CH2:18][CH:19]2[CH2:24][CH2:23][CH2:22][CH2:21][CH2:20]2)([C:13]([O:15][CH2:16][CH3:17])=[O:14])[C:8]([O:10][CH2:11][CH3:12])=[O:9])=[CH:3][CH:4]=1)[CH3:30] |f:2.3|. Procedure details: ethyl 3-(fur-2-yl)-2-cyclohexylmethyl-2-ethoxycarbonyl-propanoate, which by reaction with formaldehyde and dimethylamine hydrochloride yields ethyl 3-(5-dimethylaminomethyl-fur-2-yl)-2-cyclohexylmethyl-2-ethoxycarbonyl-propanoate. Starting materials: FC(S(=O)(=O)O)(F)F (Trifluoromethanesulfonic acid), C([C@@H](O)C)(=O)OCC (ethyl (S)-(−)-lactate), ClC(C(OCC1=CC=CC=C1)=N)(Cl)Cl (benzyl 2,2,2-trichloroacetimidate). The solvent is C1CCCCC1 (cyclohexane), C(Cl)Cl (methylene chloride). Run at time 18 hour. Yields the product C(C1=CC=CC=C1)O[C@H](C(=O)OCC)C (ethyl (S)-2-(benzyloxy)propionate). Yield: 62.3%. Reaction SMILES: FC(F)(F)S(O)(=O)=O.[C:9]([O:14][CH2:15][CH3:16])(=[O:13])[C@H:10]([CH3:12])[OH:11].ClC(Cl)(Cl)C(=N)O[CH2:21][C:22]1[CH:27]=[CH:26][CH:25]=[CH:24][CH:23]=1>C1CCCCC1.C(Cl)Cl>[CH2:21]([O:11][C@@H:10]([CH3:12])[C:9]([O:14][CH2:15][CH3:16])=[O:13])[C:22]1[CH:27]=[CH:26][CH:25]=[CH:24][CH:23]=1. Procedure details: Trifluoromethanesulfonic acid (1.13 g) was added to a stirred mixture of ethyl (S)-(−)-lactate (5.90 g) and benzyl 2,2,2-trichloroacetimidate (15.15 g) in cyclohexane (70 ml) and methylene chloride (35 ml) at room temperature under nitrogen atmosphere. After being stirred for 18 hours, the reaction mixture was filtered. The filtrate was diluted with cyclohexane, and then washed successively with saturated NaHCO3 solution (100 ml)and H2O (100 ml). The organic layer was dried over sodium sulfate a... Reactants: CC=1C(OC[C@@H](N1)C1=CC=CC=C1)=O ((5S)-3-methyl-5-phenyl-5,6-dihydro-2H-1,4-oxazin-2-one). Reagents/catalysts: O=[Pt]=O (PtO2). Solvent: ClCCl (dichloromethane). Run at time 5 hour. Yields the product C[C@H]1C(OCC(N1)C1=CC=CC=C1)=O ((3S)-3-Methyl-5-phenyl-3,4,5,6-tetrahydro-2H-1,4-oxazin-2-one). Yield: 73.2%. Reaction SMILES: [CH3:1][C:2]1[C:3](=[O:14])[O:4][CH2:5][C@H:6]([C:8]2[CH:13]=[CH:12][CH:11]=[CH:10][CH:9]=2)[N:7]=1>ClCCl.O=[Pt]=O>[CH3:1][C@@H:2]1[NH:7][CH:6]([C:8]2[CH:13]=[CH:12][CH:11]=[CH:10][CH:9]=2)[CH2:5][O:4][C:3]1=[O:14]. Reported procedure: To a solution of (5S)-3-methyl-5-phenyl-5,6-dihydro-2H-1,4-oxazin-2-one (1.70 g, 9.0 mmol, 1.0 equiv.) in anhydrous dichloromethane (60 mL) under an atmosphere of nitrogen was added PtO2 (170 mg, 0.1 equiv.). The mixture was consecutively degassed and purged three times with hydrogen and then stirred for 5 hours under an atmosphere of hydrogen. Filtration through a short pad of CELITE® diatomaceous earth and removal of solvent from the filtrate in vacuo yielded the crude product which was purifi... The reactants are COC(=O)C(=Cc1cc(OC)cc(OC)c1)c1ccc(O)cc1, CCO. The product is COC(=O)C(Cc1cc(OC)cc(OC)c1)c1ccc(O)cc1. As a reaction SMILES: [CH3:1][O:2][C:3]([C:4](=[CH:5][c:6]1[cH:7][c:8]([O:14][CH3:15])[cH:9][c:10]([O:12][CH3:13])[cH:11]1)[c:16]1[cH:17][cH:18][c:19]([OH:22])[cH:20][cH:21]1)=[O:23].[CH3:24][CH2:25][OH:26]>>[CH3:1][O:2][C:3]([CH:4]([CH2:5][c:6]1[cH:7][c:8]([O:14][CH3:15])[cH:9][c:10]([O:12][CH3:13])[cH:11]1)[c:16]1[cH:17][cH:18][c:19]([OH:22])[cH:20][cH:21]1)=[O:23].